describe an organic reaction: reactants, conditions, products, and yield From a dataset of the Open Reaction Database (ORD), a public repository of structured organic reaction records. RXN SMILES: [C:49](=[O:50])([O-:51])[OH:52].[CH3:1][C:2]([CH2:3][O:4][C:5]([N:6]=[C:7]([c:8]1[cH:9][cH:10][c:11]([NH:14][CH:15]([c:16]2[c:17]([F:28])[c:18]([O:24][CH2:25][CH2:26][OH:27])[cH:19][c:20]([O:22][CH3:23])[cH:21]2)[c:29]2[n:30][n:31](-[c:37]3[n:38][cH:39][cH:40][cH:41][n:42]3)[c:32]([O:34][CH2:35][Cl:36])[n:33]2)[cH:12][cH:13]1)[NH2:43])=[O:44])([CH3:45])[CH3:46].[CH3:70][CH2:71][O:72][C:73](=[O:74])[CH3:75].[CH:54]1([O:60][C:61]([C:62]([C:63](=[O:64])[OH:65])([CH3:66])[CH3:67])=[O:68])[CH2:55][CH2:56][CH2:57][CH2:58][CH2:59]1.[I-:48].[K+:53].[Na+:47].[O:76]=[CH:77][N:78]([CH3:79])[CH3:80].[OH2:69]>>[CH3:1][C:2]([CH2:3][O:4][C:5]([N:6]=[C:7]([c:8]1[cH:9][cH:10][c:11]([NH:14][CH:15]([c:16]2[c:17]([F:28])[c:18]([O:24][CH2:25][CH2:26][OH:27])[cH:19][c:20]([O:22][CH3:23])[cH:21]2)[c:29]2[n:30][n:31](-[c:37]3[n:38][cH:39][cH:40][cH:41][n:42]3)[c:32]([O:34][CH2:35][O:65][C:63]([C:62]([C:61]([O:60][CH:54]3[CH2:55][CH2:56][CH2:57][CH2:58][CH2:59]3)=[O:68])([CH3:66])[CH3:67])=[O:64])[n:33]2)[cH:12][cH:13]1)[NH2:43])=[O:44])([CH3:45])[CH3:46]. The reactants are O=C([O-])O, COc1cc(OCCO)c(F)c(C(Nc2ccc(C(N)=NC(=O)OCC(C)(C)C)cc2)c2nc(OCCl)n(-c3ncccn3)n2)c1, CCOC(C)=O, CC(C)(C(=O)O)C(=O)OC1CCCCC1, [I-], [K+], [Na+], CN(C)C=O, O. Yields the product COc1cc(OCCO)c(F)c(C(Nc2ccc(C(N)=NC(=O)OCC(C)(C)C)cc2)c2nc(OCOC(=O)C(C)(C)C(=O)OC3CCCCC3)n(-c3ncccn3)n2)c1. The reactants are CCOC(=O)c1sc2cccc(C)c2c1C#N, C1CCOC1, CO, [Na+], [OH-], O. The product is Cc1cccc2sc(C(=O)O)c(C#N)c12. RXN SMILES: [C:1](#[N:2])[c:3]1[c:4]2[c:5]([s:6][c:7]1[C:8](=[O:9])[O:10][CH2:11][CH3:12])[cH:13][cH:14][cH:15][c:16]2[CH3:17].[CH2:22]1[O:23][CH2:24][CH2:25][CH2:26]1.[CH3:20][OH:21].[Na+:19].[OH-:18].[OH2:27]>>[C:1](#[N:2])[c:3]1[c:4]2[c:5]([s:6][c:7]1[C:8](=[O:9])[OH:10])[cH:13][cH:14][cH:15][c:16]2[CH3:17]. Starting materials: [H-].[Al+3].[Li+].[H-].[H-].[H-] (lithium aluminum hydride), C(C)OC(C(CC(C)C1=CC=CC=C1)(C(F)(F)F)O)=O (2-hydroxy-4-phenyl-2-trifluoromethyl-valeric acid ethyl ester), O (water). Run in C(C)OCC (diethyl ether). Run at time 1 hour. Product: C1(=CC=CC=C1)C(CC(CO)(O)C(F)(F)F)C (4-phenyl-2-trifluoromethyl-1,2-pentanediol). Isolated yield 110.2%. Reaction SMILES: C([O:3][C:4](=O)[C:5]([OH:19])([C:15]([F:18])([F:17])[F:16])[CH2:6][CH:7]([C:9]1[CH:14]=[CH:13][CH:12]=[CH:11][CH:10]=1)[CH3:8])C.[H-].[Al+3].[Li+].[H-].[H-].[H-].O>C(OCC)C>[C:9]1([CH:7]([CH3:8])[CH2:6][C:5]([C:15]([F:16])([F:17])[F:18])([OH:19])[CH2:4][OH:3])[CH:10]=[CH:11][CH:12]=[CH:13][CH:14]=1 |f:1.2.3.4.5.6|. Procedure: 4.35 g of 2-hydroxy-4-phenyl-2-trifluoromethyl-valeric acid ethyl ester is dissolved in 100 ml of diethyl ether and stirred at 0° C. with 1.3 g of lithium aluminum hydride for one hour at 0° C. and for 16 hours at room temperature. A little water is added while being cooled, and it is stirred for one hour. The diethyl ether phase is separated, dried (Na2SO4) and concentrated by evaporation and distilled on a bulb tube. 4.1 g of 4-phenyl-2-trifluoromethyl-1,2-pentanediol, boiling point 120° C./0.... Reactants: C1(=CC=CC=C1)N=C=O (Phenyl isocyanate), CONC(CCCN1C(=NC=2C=NC=3C=CC=CC3C21)CCC)C (O-methyl-N-[1-methyl-4-(2-propyl-1H-imidazo[4,5-c]quinolin-1-yl)butyl]hydroxylamine), CONC(CCCN1C(=NC=2C=NC=3C=CC=CC3C21)CCC)C (O-methyl-N-[1-methyl-4-(2-propyl-1H-imidazo-[4,5-c]quinolin-1-yl)butyl]hydroxylamine). Solvent: O1CCCC1 (tetrahydrofuran). Reaction conditions: time 4 hour. Product: C(CC)C=1N(C2=C(C=NC=3C=CC=CC23)N1)CCCC(C)N(C(=O)NC1=CC=CC=C1)OC (1-[4-(2-propyl-1H-imidazo[4,5-c]quinolin-1-yl)-1-methylbutyl]-1-methoxy-3-phenylurea). As a reaction SMILES: [CH3:1][O:2][NH:3][CH:4]([CH3:24])[CH2:5][CH2:6][CH2:7][N:8]1[C:20]2[C:19]3[CH:18]=[CH:17][CH:16]=[CH:15][C:14]=3[N:13]=[CH:12][C:11]=2[N:10]=[C:9]1[CH2:21][CH2:22][CH3:23].[C:25]1([N:31]=[C:32]=[O:33])[CH:30]=[CH:29][CH:28]=[CH:27][CH:26]=1>O1CCCC1>[CH2:21]([C:9]1[N:8]([CH2:7][CH2:6][CH2:5][CH:4]([N:3]([O:2][CH3:1])[C:32]([NH:31][C:25]2[CH:30]=[CH:29][CH:28]=[CH:27][CH:26]=2)=[O:33])[CH3:24])[C:20]2[C:19]3[CH:18]=[CH:17][CH:16]=[CH:15][C:14]=3[N:13]=[CH:12][C:11]=2[N:10]=1)[CH2:22][CH3:23]. Reported procedure: The preparation of O-methyl-N-[1-methyl-4-(2-propyl-1H-imidazo-[4,5-c]quinolin-1-yl)butyl]hydroxylamine is described in parts A-D of Example 10. Phenyl isocyanate (0.49 mL, 4.59 mmol) was added to a solution of O-methyl-N-[1-methyl-4-(2-propyl-1H-imidazo[4,5-c]quinolin-1-yl)butyl]hydroxylamine (1.0 g, 3.06 mmol) in tetrahydrofuran (THF) (20 mL) and stirred for 4 hours at ambient temperature. The reaction mixture was concentrated under reduced pressure to afford 1.02 g of 1-[4-(2-propyl-1H-imidaz... Starting materials: ClC1=CC=NC=C1 (4-Chloropyridine), C(C=C)NCC=C (diallylamine), [OH-].[Na+] (NaOH). The product is C(C=C)N(C1=CC=NC=C1)CC=C (4-(Diallylamino)pyridine). As a reaction SMILES: Cl[C:2]1[CH:7]=[CH:6][N:5]=[CH:4][CH:3]=1.[CH2:8]([NH:11][CH2:12][CH:13]=[CH2:14])[CH:9]=[CH2:10].[OH-].[Na+]>>[CH2:8]([N:11]([CH2:12][CH:13]=[CH2:14])[C:2]1[CH:7]=[CH:6][N:5]=[CH:4][CH:3]=1)[CH:9]=[CH2:10] |f:2.3|. Procedure details: 4-Chloropyridine (13.24 g) was refluxed with excess diallylamine (28.04 g) under a nitrogen atmosphere for 3 days. The product mixture was neutralized with aqueous NaOH and extracted with ether. After drying, the ether was removed by simple distillation and the product purified by fractional distillation under reduced pressure. The pure 4-(diallylamino)pyridine (DAAP) was characterized by elemental analysis, FTIR, 13C NMR, and GC. Starting materials: C(C)(C)(C)OC(=O)N1CCN(CC1)C1=CC(=CC=C1)Br (4-(3-bromo-phenyl)-piperazine-1-carboxylic acid tert-butyl ester), N1(CCCC1)CCN (2-pyrrolidin-1-yl-ethylamine), CC1(C2=C(C(=CC=C2)P(C3=CC=CC=C3)C4=CC=CC=C4)OC5=C(C=CC=C51)P(C6=CC=CC=C6)C7=CC=CC=C7)C (xantphos), CC(C)(C)[O-].[Na+] (NaOt-Bu). The reagents and catalysts are C=1C=CC(=CC1)/C=C/C(=O)/C=C/C2=CC=CC=C2.C=1C=CC(=CC1)/C=C/C(=O)/C=C/C2=CC=CC=C2.C=1C=CC(=CC1)/C=C/C(=O)/C=C/C2=CC=CC=C2.[Pd].[Pd] (Pd2(dba)3). Solvent: O1CCOCC1 (dioxane). Conditions: temperature 120 celsius. Yields the product C(C)(C)(C)OC(=O)N1CCN(CC1)C1=CC(=CC=C1)NCCN1CCCC1 (4-[3-(2-Pyrrolidin-1-yl-ethylamino)-phenyl]-piperazine-1-carboxylic acid tert-butyl ester). The yield is 61.6%. RXN SMILES: [C:1]([O:5][C:6]([N:8]1[CH2:13][CH2:12][N:11]([C:14]2[CH:19]=[CH:18][CH:17]=[C:16](Br)[CH:15]=2)[CH2:10][CH2:9]1)=[O:7])([CH3:4])([CH3:3])[CH3:2].[N:21]1([CH2:26][CH2:27][NH2:28])[CH2:25][CH2:24][CH2:23][CH2:22]1.CC1(C)C2C(=C(P(C3C=CC=CC=3)C3C=CC=CC=3)C=CC=2)OC2C(P(C3C=CC=CC=3)C3C=CC=CC=3)=CC=CC1=2.CC([O-])(C)C.[Na+]>O1CCOCC1.C1C=CC(/C=C/C(/C=C/C2C=CC=CC=2)=O)=CC=1.C1C=CC(/C=C/C(/C=C/C2C=CC=CC=2)=O)=CC=1.C1C=CC(/C=C/C(/C=C/C2C=CC=CC=2)=O)=CC=1.[Pd].[Pd]>[C:1]([O:5][C:6]([N:8]1[CH2:13][CH2:12][N:11]([C:14]2[CH:19]=[CH:18][CH:17]=[C:16]([NH:28][CH2:27][CH2:26][N:21]3[CH2:25][CH2:24][CH2:23][CH2:22]3)[CH:15]=2)[CH2:10][CH2:9]1)=[O:7])([CH3:4])([CH3:3])[CH3:2] |f:3.4,6.7.8.9.10|. Procedure details: A mixture of 4-(3-bromo-phenyl)-piperazine-1-carboxylic acid tert-butyl ester (300 mg, 0.88 mmol), 2-pyrrolidin-1-yl-ethylamine (0.165 mL, 1.32 mmol), Pd2(dba)3 (40 mg, 0.044 mmol), xantphos (50 mg, 0.088 mmol) and NaOt-Bu (124 mg, 1.32 mmol) in dioxane (15 mL) was bubbled with nitrogen in a sealed tube for 10 min. The mixture was heated at 120° C. for 2 h. After this time the mixture was cooled and filtered through celite and concentrated. Chromatography on silica (ethyl acetate/MeOH) provided ...